Dataset: the Open Reaction Database (ORD), a public repository of structured organic reaction records. Task: describe an organic reaction: reactants, conditions, products, and yield The reactants are CS(C)=O, CCOC(C)=O, CO, CCNC(=O)C1OC(n2cnc3c(NCC(c4ccccc4)c4ccccc4)nc(Cl)nc32)C(O)C1O, Cl, NCCc1c[nH]cn1. The product is Cl, CCNC(=O)C1OC(n2cnc3c(NCC(c4ccccc4)c4ccccc4)nc(NCCc4c[nH]cn4)nc32)C(O)C1O. RXN SMILES: [CH3:47][S:48]([CH3:49])=[O:50].[CH3:51][CH2:52][O:53][C:54](=[O:55])[CH3:56].[CH3:57][OH:58].[Cl:1][c:2]1[n:3][c:4]([NH:23][CH2:24][CH:25]([c:26]2[cH:27][cH:28][cH:29][cH:30][cH:31]2)[c:32]2[cH:33][cH:34][cH:35][cH:36][cH:37]2)[c:5]2[n:6][cH:7][n:8]([CH:11]3[CH:12]([OH:13])[CH:14]([OH:15])[CH:16]([C:18](=[O:19])[NH:20][CH2:21][CH3:22])[O:17]3)[c:9]2[n:10]1.[ClH:46].[NH2:38][CH2:39][CH2:40][c:41]1[cH:42][nH:43][cH:44][n:45]1>>[ClH:1].[c:2]1([NH:38][CH2:39][CH2:40][c:41]2[cH:42][nH:43][cH:44][n:45]2)[n:3][c:4]([NH:23][CH2:24][CH:25]([c:26]2[cH:27][cH:28][cH:29][cH:30][cH:31]2)[c:32]2[cH:33][cH:34][cH:35][cH:36][cH:37]2)[c:5]2[n:6][cH:7][n:8]([CH:11]3[CH:12]([OH:13])[CH:14]([OH:15])[CH:16]([C:18](=[O:19])[NH:20][CH2:21][CH3:22])[O:17]3)[c:9]2[n:10]1.